Task: describe an organic reaction: reactants, conditions, products, and yield. Dataset: the Open Reaction Database (ORD), a public repository of structured organic reaction records Reactants: CC(=O)O (HOAc), C(#N)C1=C(C=C(C=C1)N[C@@H](C(=O)N)CC=1SC=CC1)NC1=CC(=NS1)C ((R)-2-(4-cyano-3-(3-methylisothiazol-5-ylamino)phenylamino)-3-(thiophen-2-yl)propanamide), [OH-].[Na+] (NaOH), OO (H2O2). The solvent is CCO (EtOH), CS(=O)C (DMSO). Reaction conditions: time 30 minute. Yields the product NC([C@@H](CC=1SC=CC1)NC1=CC(=C(C(=O)N)C=C1)NC1=CC(=NS1)C)=O ((R)-4-(1-amino-1-oxo-3-(thiophen-2-yl)propan-2-ylamino)-2-(3-methylisothiazol-5-ylamino)benzamide). As a reaction SMILES: [C:1]([C:3]1[CH:8]=[CH:7][C:6]([NH:9][C@H:10]([CH2:14][C:15]2[S:16][CH:17]=[CH:18][CH:19]=2)[C:11]([NH2:13])=[O:12])=[CH:5][C:4]=1[NH:20][C:21]1[S:25][N:24]=[C:23]([CH3:26])[CH:22]=1)#[N:2].[OH-].[Na+].OO.CC(O)=[O:33]>CCO.CS(C)=O>[NH2:13][C:11](=[O:12])[C@H:10]([NH:9][C:6]1[CH:7]=[CH:8][C:3]([C:1]([NH2:2])=[O:33])=[C:4]([NH:20][C:21]2[S:25][N:24]=[C:23]([CH3:26])[CH:22]=2)[CH:5]=1)[CH2:14][C:15]1[S:16][CH:17]=[CH:18][CH:19]=1 |f:1.2|. Reported procedure: To a solution of (R)-2-(4-cyano-3-(3-methylisothiazol-5-ylamino)phenylamino)-3-(thiophen-2-yl)propanamide (13 mg, 0.034 mmol) in EtOH (1 mL) and DMSO (0.5 mL), aq. 1N NaOH (0.5 mL, 0.50 mmol) and aq. H2O2 (50%, 0.5 mL) were added. The mixture was stirred at room temperature for 30 min. HOAc (0.5 mL) was added. The mixture was purified by HPLC to give the titled compound (10 mg). MS 402.1 (M+H); UV 224.1, 302.6 nm. The reactants are CCCCP(CCCC)CCCC, Cc1ccccc1, CCCCCC, CCOC(=O)CCc1ccc(O)cc1F, O=C(N=NC(=O)N1CCCCC1)N1CCCCC1, CCCC(O)c1ccc(CO)cc1. Product: CCCC(O)c1ccc(COc2ccc(CCC(=O)OCC)c(F)c2)cc1. RXN SMILES: [CH2:29]([P:30]([CH2:31][CH2:32][CH2:33][CH3:34])[CH2:35][CH2:36][CH2:37][CH3:38])[CH2:39][CH2:40][CH3:41].[CH3:60][c:61]1[cH:62][cH:63][cH:64][cH:65][cH:66]1.[CH3:67][CH2:68][CH2:69][CH2:70][CH2:71][CH3:72].[F:1][c:2]1[c:3]([CH2:9][CH2:10][C:11](=[O:12])[O:13][CH2:14][CH3:15])[cH:4][cH:5][c:6]([OH:8])[cH:7]1.[N:42]([C:43]([N:44]1[CH2:45][CH2:46][CH2:47][CH2:48][CH2:49]1)=[O:50])=[N:51][C:52]([N:53]1[CH2:54][CH2:55][CH2:56][CH2:57][CH2:58]1)=[O:59].[OH:16][CH2:17][c:18]1[cH:19][cH:20][c:21]([CH:24]([CH2:25][CH2:26][CH3:27])[OH:28])[cH:22][cH:23]1>>[F:1][c:2]1[c:3]([CH2:9][CH2:10][C:11](=[O:12])[O:13][CH2:14][CH3:15])[cH:4][cH:5][c:6]([O:8][CH2:17][c:18]2[cH:19][cH:20][c:21]([CH:24]([CH2:25][CH2:26][CH3:27])[OH:28])[cH:22][cH:23]2)[cH:7]1.